Task: describe an organic reaction: reactants, conditions, products, and yield. Dataset: the Open Reaction Database (ORD), a public repository of structured organic reaction records Reactants: C1(=CC=CC=C1)N=C=S (Phenyl isothiocyanate), C(C)OC(=O)C1=NC(=NC(=C1OCC)N1CCOCC1)C1=CC=C(C=C1)N (2-(4-amino-phenyl)-5-ethoxy-6-morpholin-4-yl-pyrimidine-4-carboxylic acid ethyl ester). Run in C(Cl)(Cl)Cl (CHCl3). Product: C(C)OC(=O)C1=NC(=NC(=C1OCC)N1CCOCC1)C1=CC=C(C=C1)NC(=S)NC1=CC=CC=C1 (5-Ethoxy-6-morpholin-4-yl-2-[4-(3-phenyl-thioureido)-phenyl]-pyrimidine-4-carboxylic acid ethyl ester). Isolated yield 60.0%. As a reaction SMILES: [C:1]1([N:7]=[C:8]=[S:9])[CH:6]=[CH:5][CH:4]=[CH:3][CH:2]=1.[CH2:10]([O:12][C:13]([C:15]1[C:20]([O:21][CH2:22][CH3:23])=[C:19]([N:24]2[CH2:29][CH2:28][O:27][CH2:26][CH2:25]2)[N:18]=[C:17]([C:30]2[CH:35]=[CH:34][C:33]([NH2:36])=[CH:32][CH:31]=2)[N:16]=1)=[O:14])[CH3:11]>C(Cl)(Cl)Cl>[CH2:10]([O:12][C:13]([C:15]1[C:20]([O:21][CH2:22][CH3:23])=[C:19]([N:24]2[CH2:25][CH2:26][O:27][CH2:28][CH2:29]2)[N:18]=[C:17]([C:30]2[CH:31]=[CH:32][C:33]([NH:36][C:8]([NH:7][C:1]3[CH:6]=[CH:5][CH:4]=[CH:3][CH:2]=3)=[S:9])=[CH:34][CH:35]=2)[N:16]=1)=[O:14])[CH3:11]. Reported procedure: Phenyl isothiocyanate (0.02 ml, 1.5 eq.) was added to a stirred solution of 2-(4-amino-phenyl)-5-ethoxy-6-morpholin-4-yl-pyrimidine-4-carboxylic acid ethyl ester (40 mg, 1 eq.) in CHCl3 (3 ml) and the mixture was reacted overnight at r.t. The reaction mixture was extracted with EA and washed with brine. The crude was purified by chromatography to give a product (32.6 mg, 60%).